This data is from the Open Reaction Database (ORD), a public repository of structured organic reaction records. The task is: describe an organic reaction: reactants, conditions, products, and yield Reactants: FC(C(=O)O)(F)F.C(C1=CC=CC=C1)OC1=C(C=C2C(=CC=NC2=C1)OC1=C(C=C(C=C1)NC(=O)C=1C(N(C=CC1)C1=CC=C(C=C1)F)=O)F)OC (N-(4-(7-(benzyloxy)-6-methoxyquinolin-4-yloxy)-3-fluorophenyl)-1-(4-fluorophenyl)-2-oxo-1,2-dihydropyridine-3-carboxamide trifluoroacetic acid salt), Br (HBr), CCOCC (Ether). Run in CC(=O)O (HOAc). Run at time 70 minute. Product: FC=1C=C(C=CC1OC1=CC=NC2=CC(=C(C=C12)OC)O)NC(=O)C=1C(N(C=CC1)C1=CC=C(C=C1)F)=O (N-(3-Fluoro-4-(7-hydroxy-6-methoxyquinolin-4-yloxy)phenyl)-1-(4-fluorophenyl)-2-oxo-1,2-dihydropyridine-3-carboxamide). Isolated yield 58.9%. Reaction SMILES: FC(F)(F)C(O)=O.C([O:15][C:16]1[CH:25]=[C:24]2[C:19]([C:20]([O:26][C:27]3[CH:32]=[CH:31][C:30]([NH:33][C:34]([C:36]4[C:37](=[O:49])[N:38]([C:42]5[CH:47]=[CH:46][C:45]([F:48])=[CH:44][CH:43]=5)[CH:39]=[CH:40][CH:41]=4)=[O:35])=[CH:29][C:28]=3[F:50])=[CH:21][CH:22]=[N:23]2)=[CH:18][C:17]=1[O:51][CH3:52])C1C=CC=CC=1.Br.CCOCC>CC(O)=O>[F:50][C:28]1[CH:29]=[C:30]([NH:33][C:34]([C:36]2[C:37](=[O:49])[N:38]([C:42]3[CH:43]=[CH:44][C:45]([F:48])=[CH:46][CH:47]=3)[CH:39]=[CH:40][CH:41]=2)=[O:35])[CH:31]=[CH:32][C:27]=1[O:26][C:20]1[C:19]2[C:24](=[CH:25][C:16]([OH:15])=[C:17]([O:51][CH3:52])[CH:18]=2)[N:23]=[CH:22][CH:21]=1 |f:0.1|. Reported procedure: A mixture of N-(4-(7-(benzyloxy)-6-methoxyquinolin-4-yloxy)-3-fluorophenyl)-1-(4-fluorophenyl)-2-oxo-1,2-dihydropyridine-3-carboxamide trifluoroacetic acid salt (40 mg, 0.056 mmol) and HBr in HOAc (3 mL of 33% solution) was allowed to stay at rt for 70 minutes. Ether (25 mL) was added to the reaction mixture, stirred for 20 minutes, and the solid was filtered and dried to obtain the product (17 mg, 59%) as a light brown solid. 1H NMR (DMF-d7) δ 12.35 (s, 1H), 8.94 (d, 1H, J=6.6 Hz), 8.70 (d, 1H,... Starting materials: C(C)(C)O (Isopropanol), COC1=C(C=O)C(=CC=C1OC)[N+](=O)[O-] (2,3-Dimethoxy-6-nitrobenzaldehyde), CC(=O)C (acetone), [Mn](=O)(=O)(=O)[O-].[K+] (potassium permanganate). Run in O (water). Conditions: temperature 50 celsius. Yields the product COC1=C(C(=O)O)C(=CC=C1OC)[N+](=O)[O-] (2,3-Dimethoxy-6-nitrobenzoic acid). RXN SMILES: [CH3:1][O:2][C:3]1[C:10]([O:11][CH3:12])=[CH:9][CH:8]=[C:7]([N+:13]([O-:15])=[O:14])[C:4]=1[CH:5]=[O:6].CC(C)=[O:18].[Mn]([O-])(=O)(=O)=O.[K+].C(O)(C)C>O>[CH3:1][O:2][C:3]1[C:10]([O:11][CH3:12])=[CH:9][CH:8]=[C:7]([N+:13]([O-:15])=[O:14])[C:4]=1[C:5]([OH:18])=[O:6] |f:2.3|. Procedure details: 2,3-Dimethoxy-6-nitrobenzaldehyde (40.0 g, 0.19 mole) was treated with acetone (275 mL) and warmed to 50° C. A solution of potassium permanganate in water (60 g/L) was added slowly at 50°-70° C. over a period of 16-20 hours until thin layer chromatographic analysis revealed complete absence of the starting material. Isopropanol (7.5 mL) was then added and the mixture was heated an additional hour. The precipitated manganese dioxide was removed by filtration and the filter cake was washed with 3%... Reactants: O=C([O-])[O-], O=C(NC1CCCCC1O)c1cnc(OCc2ccccc2)c(Br)c1, COCCOC, CCO, OB(O)c1ccc(Cl)cc1, [Na+], [Na+], O. Product: O=C(NC1CCCCC1O)c1cnc(OCc2ccccc2)c(-c2ccc(Cl)cc2)c1. Reaction SMILES: [C:36](=[O:37])([O-:38])[O-:39].[CH2:1]([c:2]1[cH:3][cH:4][cH:5][cH:6][cH:7]1)[O:8][c:9]1[n:10][cH:11][c:12]([C:13](=[O:14])[NH:15][CH:16]2[CH:17]([OH:22])[CH2:18][CH2:19][CH2:20][CH2:21]2)[cH:23][c:24]1[Br:25].[CH3:42][O:43][CH2:44][CH2:45][O:46][CH3:47].[CH3:48][CH2:49][OH:50].[Cl:26][c:27]1[cH:28][cH:29][c:30]([B:33]([OH:34])[OH:35])[cH:31][cH:32]1.[Na+:40].[Na+:41].[OH2:51]>>[CH2:1]([c:2]1[cH:3][cH:4][cH:5][cH:6][cH:7]1)[O:8][c:9]1[n:10][cH:11][c:12]([C:13](=[O:14])[NH:15][CH:16]2[CH:17]([OH:22])[CH2:18][CH2:19][CH2:20][CH2:21]2)[cH:23][c:24]1-[c:30]1[cH:29][cH:28][c:27]([Cl:26])[cH:32][cH:31]1. Reactants: [Br-], CC(C)(C)OC(=O)Nc1ccc(Br)c(F)c1, [Li]C(C)(C)C, C1CCOC1, C[Mg+], CO, O=Cc1ccnc(Cl)c1. Yields the product CC(C)(C)OC(=O)Nc1ccc(C(O)c2ccnc(Cl)c2)c(F)c1. As a reaction SMILES: [Br-:17].[Br:1][c:2]1[c:3]([F:16])[cH:4][c:5]([NH:8][C:9]([O:10][C:11]([CH3:12])([CH3:13])[CH3:14])=[O:15])[cH:6][cH:7]1.[C:20]([Li:21])([CH3:22])([CH3:23])[CH3:24].[CH2:34]1[O:35][CH2:36][CH2:37][CH2:38]1.[CH3:18][Mg+:19].[CH3:39][OH:40].[Cl:25][c:26]1[cH:27][c:28]([CH:29]=[O:30])[cH:31][cH:32][n:33]1>>[c:2]1([CH:29]([c:28]2[cH:27][c:26]([Cl:25])[n:33][cH:32][cH:31]2)[OH:30])[c:3]([F:16])[cH:4][c:5]([NH:8][C:9]([O:10][C:11]([CH3:12])([CH3:13])[CH3:14])=[O:15])[cH:6][cH:7]1. Reactants: C(C)(=O)C1=CC=C(C=C1)C(C)=O (p-diacetylbenzene), C(#N)CC(=O)OCC (ethyl cyanoacetate), C(C)(=O)[O-].[NH4+] (ammonium acetate), C(C)(=O)O (acetic acid), C1(=CC=CC=C1)C (toluene). Solvent: O (water). The product is C(=O)(OCC)C(=C(C)C1=CC=C(C=C1)C(=C(C(=O)OCC)C#N)C)C#N (1,4-bis(2-carbethoxy-2-cyano-1-methylethenyl)benzene). As a reaction SMILES: [C:1]([C:4]1[CH:9]=[CH:8][C:7]([C:10](=O)[CH3:11])=[CH:6][CH:5]=1)(=O)[CH3:2].[C:13]([CH2:15][C:16]([O:18][CH2:19][CH3:20])=[O:17])#[N:14].[C:21]([O-:24])(=[O:23])[CH3:22].[NH4+:25].[C:26](O)(=O)[CH3:27].[C:30]1(C)C=CC=CC=1>O>[C:16]([C:15]([C:13]#[N:14])=[C:1]([C:4]1[CH:9]=[CH:8][C:7]([C:10]([CH3:11])=[C:22]([C:30]#[N:25])[C:21]([O:24][CH2:26][CH3:27])=[O:23])=[CH:6][CH:5]=1)[CH3:2])([O:18][CH2:19][CH3:20])=[O:17] |f:2.3|. Procedure: A mixture of p-diacetylbenzene (20.25 g, 0.125 mole), ethyl cyanoacetate (28.3 g, 0.25 mole), ammonium acetate (3.85 g) and acetic acid (10 g) was combined in a 500 ml glass round-bottom flask with toluene (150 ml) and refluxed for 12 hours. A Dean-Stark trap was employed to trap water formed during the reaction. Refluxing was discontinued and the solvent evaporated. The residue containing crude product was distilled under reduced pressure. One fraction, boiling point range 177° C.-195° C. (0.6 ... Reactants: CN(C)CCN1CCSc2cc([N+](=O)[O-])ccc21, CO, NN, O. The product is CN(C)CCN1CCSc2cc(N)ccc21. RXN SMILES: [CH3:1][N:2]([CH2:3][CH2:4][N:5]1[c:6]2[c:7]([cH:11][c:12]([N+:15]([O-:16])=[O:17])[cH:13][cH:14]2)[S:8][CH2:9][CH2:10]1)[CH3:18].[CH3:22][OH:23].[NH2:20][NH2:21].[OH2:19]>>[CH3:1][N:2]([CH2:3][CH2:4][N:5]1[c:6]2[c:7]([cH:11][c:12]([NH2:15])[cH:13][cH:14]2)[S:8][CH2:9][CH2:10]1)[CH3:18].